Dataset: the Open Reaction Database (ORD), a public repository of structured organic reaction records. Task: describe an organic reaction: reactants, conditions, products, and yield The reactants are [BH4-], CO, [Na+], O=Cc1cc2ccccc2o1. Yields the product OCc1cc2ccccc2o1. As a reaction SMILES: [BH4-:12].[CH3:14][OH:15].[Na+:13].[o:1]1[c:2]([CH:10]=[O:11])[cH:3][c:4]2[c:5]1[cH:6][cH:7][cH:8][cH:9]2>>[o:1]1[c:2]([CH2:10][OH:11])[cH:3][c:4]2[c:5]1[cH:6][cH:7][cH:8][cH:9]2. Reactants: Cl (HCl), BrC=1C=C(C=CC1)C(N1CCN(CC1)CC(=O)OC(C)(C)C)C1=CC=CC=C1 (tert-butyl 2-(4-((3-bromophenyl)(phenyl)methyl)piperazin-1-yl)acetate), Cl (HCl). The solvent is O1CCOCC1 (dioxane), O1CCOCC1 (1,4-dioxane). Reaction conditions: temperature 50 celsius, time 6 hour. Yields the product N (NH3), BrC=1C=C(C=CC1)C(N1CCN(CC1)CC(=O)O)C1=CC=CC=C1 (2-(4-((3-bromophenyl)(phenyl)methyl)piperazin-1-yl)acetic acid). RXN SMILES: [Br:1][C:2]1[CH:3]=[C:4]([CH:8]([C:23]2[CH:28]=[CH:27][CH:26]=[CH:25][CH:24]=2)[N:9]2[CH2:14][CH2:13][N:12]([CH2:15][C:16]([O:18]C(C)(C)C)=[O:17])[CH2:11][CH2:10]2)[CH:5]=[CH:6][CH:7]=1.Cl>O1CCOCC1>[NH3:9].[Br:1][C:2]1[CH:3]=[C:4]([CH:8]([C:23]2[CH:28]=[CH:27][CH:26]=[CH:25][CH:24]=2)[N:9]2[CH2:10][CH2:11][N:12]([CH2:15][C:16]([OH:18])=[O:17])[CH2:13][CH2:14]2)[CH:5]=[CH:6][CH:7]=1. Procedure details: To a solution of tert-butyl 2-(4-((3-bromophenyl)(phenyl)methyl)piperazin-1-yl)acetate (2.0 g, 4 mmol) in dioxane (10 mL) was added 4N HCl solution in 1,4-dioxane (30 mL, 823 mmol) followed by concentrated HCl (2.0 mL, 55 mmol). The reaction was stirred at 50° C. for 6 h and concentrated under vacuum. The crude product was purified by SCX column eluting with methanol then 2N NH3 in MeOH solution to give the title compound as a racemate (1.62 g, 93%). MS (ESI, pos. ion) m/z: 389.1 (M+). Starting materials: BrC1=C(C2=C(N=C(N=C2)S(=O)C)N(C1=O)C1CCCC1)C (6-Bromo-8-cyclopentyl-2-methanesulfinyl-5-methyl-8H-pyrido[2,3-d]pyrimidin-7-one), N1(CCCCC1)C=1C=NC(=CC1)N (3,4,5,6-tetrahydro-2H-[1,3′]bipyridinyl-6′-ylamine). The solvent is C1(=CC=CC=C1)C (toluene). The product is BrC1=C(C2=C(N=C(N=C2)NC2=CC=C(C=N2)N2CCCCC2)N(C1=O)C1CCCC1)C (6-bromo-8-cyclopentyl-5-methyl-2-(3,4,5,6-tetrahydro-2H-[1,3′]bipyridinyl-6′-ylamino)-8H-pyrido[2,3-d]pyrimidin-7-one). Yield: 27.4%. As a reaction SMILES: [Br:1][C:2]1[C:14](=[O:15])[N:13]([CH:16]2[CH2:20][CH2:19][CH2:18][CH2:17]2)[C:5]2[N:6]=[C:7](S(C)=O)[N:8]=[CH:9][C:4]=2[C:3]=1[CH3:21].[N:22]1([C:28]2[CH:29]=[N:30][C:31]([NH2:34])=[CH:32][CH:33]=2)[CH2:27][CH2:26][CH2:25][CH2:24][CH2:23]1>C1(C)C=CC=CC=1>[Br:1][C:2]1[C:14](=[O:15])[N:13]([CH:16]2[CH2:20][CH2:19][CH2:18][CH2:17]2)[C:5]2[N:6]=[C:7]([NH:34][C:31]3[N:30]=[CH:29][C:28]([N:22]4[CH2:27][CH2:26][CH2:25][CH2:24][CH2:23]4)=[CH:33][CH:32]=3)[N:8]=[CH:9][C:4]=2[C:3]=1[CH3:21]. Reported procedure: 6-Bromo-8-cyclopentyl-2-methanesulfinyl-5-methyl-8H-pyrido[2,3-d]pyrimidin-7-one (1.0 g, 2.70 mmol) and 3,4,5,6-tetrahydro-2H-[1,3′]bipyridinyl-6′-ylamine (0.668 g, 3.73 mmol) were heated to reflux in toluene (10 mL) for 16 hours. The reaction mixture was cooled to room temperature and the precipitate that formed was collected by filtration and washed on the funnel with toluene (3×10 mL) to give 6-bromo-8-cyclopentyl-5-methyl-2-(3,4,5,6-tetrahydro-2H-[1,3′]bipyridinyl-6′-ylamino)-8H-pyrido[2,3-d... Reactants: O=C([O-])[O-], CCCCOCN(Cc1ccccc1)C[Si](C)(C)C, CC1CCC=CC1=O, ClCCl, [K+], [K+], O=C(O)C(F)(F)F. Yields the product CC1CCC2CN(Cc3ccccc3)CC2C1=O. As a reaction SMILES: [C:35](=[O:36])([O-:37])[O-:38].[CH2:16]([O:17][CH2:21][N:22]([CH2:23][Si:18]([CH3:19])([CH3:20])[CH3:24])[CH2:28][c:29]1[cH:30][cH:31][cH:32][cH:33][cH:34]1)[CH2:25][CH2:26][CH3:27].[CH3:1][CH:2]1[CH2:3][CH2:4][CH:5]=[CH:6][C:7]1=[O:8].[Cl:41][CH2:42][Cl:43].[K+:39].[K+:40].[OH:9][C:10]([C:11]([F:12])([F:13])[F:14])=[O:15]>>[CH3:1][CH:2]1[CH2:3][CH2:4][CH:5]2[CH:6]([C:7]1=[O:8])[CH2:23][N:22]([CH2:28][c:29]1[cH:30][cH:31][cH:32][cH:33][cH:34]1)[CH2:21]2. The reactants are C(C)N1C(=C(C2=CC=CC=C12)C(=O)C1=C(C(=O)O)C(=C(C(=C1Cl)Cl)Cl)Cl)C (2-(1-ethyl-2-methyl-3-indolyl)carbonyl-3,4,5,6-tetrachlorobenzoic acid), C(C)N(C1=CC(=CC=C1)N(CC)CC)CC (N,N,N',N'-tetraethyl-m-phenylenediamine). Solvent: C(C)(=O)OC(C)=O (acetic anhydride). Yields the product C(C)N(C1=C(C=CC(=C1)N(CC)CC)C1(OC(=O)C2=C(C(=C(C(=C12)Cl)Cl)Cl)Cl)C1=C(N(C2=CC=CC=C12)CC)C)CC (3-[2,4-bis(diethylamino)phenyl]-3-(1-ethyl-2-methyl-3-indolyl)-4,5,6,7-tetrachlorophthalide), Formula III. As a reaction SMILES: [CH2:1]([N:3]1[C:11]2[C:6](=[CH:7][CH:8]=[CH:9][CH:10]=2)[C:5]([C:12]([C:14]2[C:22]([Cl:23])=[C:21]([Cl:24])[C:20]([Cl:25])=[C:19]([Cl:26])[C:15]=2[C:16]([OH:18])=[O:17])=O)=[C:4]1[CH3:27])[CH3:2].[CH2:28]([N:30]([CH2:42][CH3:43])[C:31]1[CH:36]=[CH:35][CH:34]=[C:33]([N:37]([CH2:40][CH3:41])[CH2:38][CH3:39])[CH:32]=1)[CH3:29]>C(OC(=O)C)(=O)C>[CH2:38]([N:37]([CH2:40][CH3:41])[C:33]1[CH:32]=[C:31]([N:30]([CH2:28][CH3:29])[CH2:42][CH3:43])[CH:36]=[CH:35][C:34]=1[C:12]1([C:5]2[C:6]3[C:11](=[CH:10][CH:9]=[CH:8][CH:7]=3)[N:3]([CH2:1][CH3:2])[C:4]=2[CH3:27])[C:14]2[C:15](=[C:19]([Cl:26])[C:20]([Cl:25])=[C:21]([Cl:24])[C:22]=2[Cl:23])[C:16](=[O:18])[O:17]1)[CH3:39]. Procedure details: Following a procedure similar to that described in part B of Example 2 above, 4.45 g (0.01 mole) of 2-(1-ethyl-2-methyl-3-indolyl)carbonyl-3,4,5,6-tetrachlorobenzoic acid and 2.20 g (0.01 mole) of N,N,N',N'-tetraethyl-m-phenylenediamine were interacted in the presence of ten ml of acetic anhydride to obtain 3-[2,4-bis(diethylamino)phenyl]-3-(1-ethyl-2-methyl-3-indolyl)-4,5,6,7-tetrachlorophthalide (Formula III: R0 =R1 =R2 =R3 =Cl; R=R6 =CH2CH3 ; R4 =N(CH2CH3)2 ; R5 =CH3 ; Y1 =H) melting at 100°-... Reactants: C(C1=CC=CC=C1)OC1=CC=C(OC(CO)CO)C=C1 (2-(4-Benzyloxyphenoxy)propane-1,3-diol), C(C)OC(CCCNC(C)=O)OCC (N-(4,4-diethoxybutyl)acetamide), C1(=CC=C(C=C1)S(=O)(=O)O)C (p-toluenesulfonic acid). Run in C1(=CC=CC=C1)C (toluene). Product: C(C1=CC=CC=C1)OC1=CC=C(OC2COC(OC2)CCCNC(C)=O)C=C1 (N-{3-[5-(4-Benzyloxyphenoxy)-[1,3]dioxan-2-yl]propyl}acetamide). Reaction SMILES: [CH2:1]([O:8][C:9]1[CH:20]=[CH:19][C:12]([O:13][CH:14]([CH2:17][OH:18])[CH2:15][OH:16])=[CH:11][CH:10]=1)[C:2]1[CH:7]=[CH:6][CH:5]=[CH:4][CH:3]=1.C(O[CH:24](OCC)[CH2:25][CH2:26][CH2:27][NH:28][C:29](=[O:31])[CH3:30])C.C1(C)C=CC(S(O)(=O)=O)=CC=1>C1(C)C=CC=CC=1>[CH2:1]([O:8][C:9]1[CH:20]=[CH:19][C:12]([O:13][CH:14]2[CH2:17][O:18][CH:24]([CH2:25][CH2:26][CH2:27][NH:28][C:29](=[O:31])[CH3:30])[O:16][CH2:15]2)=[CH:11][CH:10]=1)[C:2]1[CH:3]=[CH:4][CH:5]=[CH:6][CH:7]=1. Reported procedure: 2-(4-Benzyloxyphenoxy)propane-1,3-diol (98 mg, 0.36 mmol), N-(4,4-diethoxybutyl)acetamide (73.06 mg, 0.36 mmol) and p-toluenesulfonic acid (61.89 mg, 0.36 mmol) were stirred in 6 ml of toluene at 60° C. for 2 h and concentrated. The organic phase was separated off, concentrated and purified by preparative HPLC (PR18, acetonitrile/water 0.1% TFA). Yield: 30.8 mg (22%) of cis-N-{3-[5-(4-benzyloxyphenoxy)-[1,3]dioxan-2-yl]propyl}acetamide, M+H+: 386.15 and 29.8 mg (22%) of trans-N-{3-[5-(4-benzylox...